This data is from the Open Reaction Database (ORD), a public repository of structured organic reaction records. The task is: describe an organic reaction: reactants, conditions, products, and yield Starting materials: FC1=C(C(=O)OC)C(=CC=C1)I (Methyl 2-fluoro-6-iodobenzoate), C(CCC)[Sn](C1=NC=CC=N1)(CCCC)CCCC (2-(tributylstannyl)pyrimidine), [F-].[Cs+] (Cesium fluoride). Reagents/catalysts: [Cu](I)I (Copper iodide), C=1C=CC(=CC1)[P](C=2C=CC=CC2)(C=3C=CC=CC3)[Pd]([P](C=4C=CC=CC4)(C=5C=CC=CC5)C=6C=CC=CC6)([P](C=7C=CC=CC7)(C=8C=CC=CC8)C=9C=CC=CC9)[P](C=1C=CC=CC1)(C=1C=CC=CC1)C=1C=CC=CC1 (tetrakis(triphenylphosphine)palladium(0)). Run in CCOC(=O)C (AcOEt), CN(C)C=O (DMF). Reaction conditions: temperature 115 celsius. Product: COC(C1=C(C=CC=C1C1=NC=CC=N1)F)=O (methyl-2-fluoro-6-(pyrimidin-2-yl)benzoate). Reaction SMILES: [F:1][C:2]1[CH:11]=[CH:10][CH:9]=[C:8](I)[C:3]=1[C:4]([O:6][CH3:7])=[O:5].C([Sn](CCCC)(CCCC)[C:18]1[N:23]=[CH:22][CH:21]=[CH:20][N:19]=1)CCC.[F-].[Cs+]>CN(C=O)C.CCOC(C)=O.[Cu](I)I.C1C=CC([P]([Pd]([P](C2C=CC=CC=2)(C2C=CC=CC=2)C2C=CC=CC=2)([P](C2C=CC=CC=2)(C2C=CC=CC=2)C2C=CC=CC=2)[P](C2C=CC=CC=2)(C2C=CC=CC=2)C2C=CC=CC=2)(C2C=CC=CC=2)C2C=CC=CC=2)=CC=1>[CH3:7][O:6][C:4](=[O:5])[C:3]1[C:8]([C:18]2[N:23]=[CH:22][CH:21]=[CH:20][N:19]=2)=[CH:9][CH:10]=[CH:11][C:2]=1[F:1] |f:2.3,^1:51,53,72,91|. Procedure details: Methyl 2-fluoro-6-iodobenzoate (17 g, 61 mmol, 1 eq.) and 2-(tributylstannyl)pyrimidine (26.7 g, 72 mmol, 1.2 eq.) were dissolved in 120 ml of dry DMF under nitrogen atmosphere. Cesium fluoride (18.1 g, 119 mmol, 2 eq., highly hygroscopic) was added and nitrogen was bubbled into the suspension for 5 minutes. While bubbling, Copper iodide (1.1 g, 5.77 mmol 0.1 eq.) and tetrakis(triphenylphosphine)palladium(0) (6.9 g, 5.97 mmol, 0.1 eq) were added. The mixture was then heated at 115° C. for 45 min... Reactants: [C@@H]1([C@H](O)[C@@H](O)[C@H](O)[C@H](O1)CO)OC1=NNC(=C1CC1=C(C=CC=C1)O)C(C)C (3-(β-D-glucopyranosyloxy)-4-(2-hydroxybenzyl)-5-isopropyl-1H-pyrazole), FC1=C(CBr)C=CC=C1 (2-fluorobenzyl bromide). Yields the product FC1=C(COC2=C(CC=3C(=NNC3C(C)C)O[C@H]3[C@H](O)[C@@H](O)[C@H](O)[C@H](O3)CO)C=CC=C2)C=CC=C1 (4-[2-(2-Fluorobenzyloxy)benzyl]-3-(β-D-glucopyranosyloxy)-5-isopropyl-1H-pyrazole). Reaction SMILES: [C@@H:1]1([O:12][C:13]2[C:17]([CH2:18][C:19]3[CH:24]=[CH:23][CH:22]=[CH:21][C:20]=3[OH:25])=[C:16]([CH:26]([CH3:28])[CH3:27])[NH:15][N:14]=2)[O:9][C@H:8]([CH2:10][OH:11])[C@@H:6]([OH:7])[C@H:4]([OH:5])[C@H:2]1[OH:3].[F:29][C:30]1[CH:37]=[CH:36][CH:35]=[CH:34][C:31]=1[CH2:32]Br>>[F:29][C:30]1[CH:37]=[CH:36][CH:35]=[CH:34][C:31]=1[CH2:32][O:25][C:20]1[CH:21]=[CH:22][CH:23]=[CH:24][C:19]=1[CH2:18][C:17]1[C:13]([O:12][C@@H:1]2[O:9][C@H:8]([CH2:10][OH:11])[C@@H:6]([OH:7])[C@H:4]([OH:5])[C@H:2]2[OH:3])=[N:14][NH:15][C:16]=1[CH:26]([CH3:28])[CH3:27]. Procedure: The title compound was prepared in a similar manner to that described in Example 11 using 3-(β-D-glucopyranosyloxy)-4-(2-hydroxybenzyl)-5-isopropyl-1H-pyrazole instead of 3-(β-D-glucopyranosyloxy)-4-(2-hydroxybenzyl)-1-(2-hydroxyethyl)-5-trifluoromethyl-1H-pyrazole and using 2-fluorobenzyl bromide instead of benzyl bromide. Reactants: C(C)(C)C(=O)C (methyl isopropyl ketone), C(C1=CC=CC=C1)Cl (benzyl chloride), O (water), [OH-].[K+] (potassium hydroxide). The reagents and catalysts are [Br-].C(CCC)[N+](CCCC)(CCCC)CCCC (tetrabutylammonium bromide). Run in C1(=CC=CC=C1)C (toluene). Conditions: temperature 100 celsius, time 12 hour. Yields the product CC(C(C)=O)(CC1=CC=CC=C1)C (3,3-dimethyl-4-phenylbutan-2-one). The yield is 47.9%. RXN SMILES: [CH:1]([C:4]([CH3:6])=[O:5])([CH3:3])[CH3:2].[CH2:7](Cl)[C:8]1[CH:13]=[CH:12][CH:11]=[CH:10][CH:9]=1.[OH-].[K+].O>[Br-].C([N+](CCCC)(CCCC)CCCC)CCC.C1(C)C=CC=CC=1>[CH3:2][C:1]([CH3:3])([CH2:7][C:8]1[CH:13]=[CH:12][CH:11]=[CH:10][CH:9]=1)[C:4](=[O:5])[CH3:6] |f:2.3,5.6|. Procedure details: 516 g (6 mols) of methyl isopropyl ketone, 759 g (6 mols) of benzyl chloride and 60 g (0.186 mol) of tetrabutylammonium bromide are dissolved in 1 liter of toluene, and the solution is heated to 100° C. 420 g (7.49 mols) of powered potassium hydroxide are slowly metered in at this temperature. The reaction mixture is stirred for 12 hours at 100° C. and cooled, and 1.5 liters of water are added. The organic phase is separated off, dried over sodium sulphate and distilled fractionally. 507 g of 3,... The product is CC=1NC2=C(C=CC(=C2C1C)OC)O (2,3-Dimethyl-7-hydroxy-4-methoxyindole). Procedure details: 2,3-Dimethyl-7-hydroxy-4-methoxyindole is prepared from 7-benzyloxy-2,3-dimethyl-4-methoxyindole according to the operating method described for the preparation of 2,3-dimethyl-4-hydroxy-7-methoxyindole (Example 7c). It melts at 159° C. RXN SMILES: C([O:8][C:9]1[CH:10]=[CH:11][C:12]([O:20][CH3:21])=[C:13]2[C:17]=1[NH:16][C:15]([CH3:18])=[C:14]2[CH3:19])C1C=CC=CC=1.CC1NC2C(C=1C)=C(O)C=CC=2OC>>[CH3:18][C:15]1[NH:16][C:17]2[C:13]([C:14]=1[CH3:19])=[C:12]([O:20][CH3:21])[CH:11]=[CH:10][C:9]=2[OH:8]. Reactants: C(C1=CC=CC=C1)OC=1C=CC(=C2C(=C(NC12)C)C)OC (7-benzyloxy-2,3-dimethyl-4-methoxyindole), CC=1NC2=C(C=CC(=C2C1C)O)OC (2,3-dimethyl-4-hydroxy-7-methoxyindole). Starting materials: Oc1ccc(F)cc1Br, CCI, [K+], [K+], O=C([O-])[O-], CN(C)C=O, O. Yields the product CCOc1ccc(F)cc1Br. RXN SMILES: [Br:1][c:2]1[c:3]([OH:9])[cH:4][cH:5][c:6]([F:8])[cH:7]1.[CH2:16]([CH3:17])[I:18].[K+:10].[K+:11].[O-:12][C:13]([O-:14])=[O:15].[O:20]=[CH:21][N:22]([CH3:23])[CH3:24].[OH2:19]>>[Br:1][c:2]1[c:3]([O:9][CH2:16][CH3:17])[cH:4][cH:5][c:6]([F:8])[cH:7]1. Starting materials: C1(CCCCC1)C1=CC=C(C=C1)SCCCCOC=1C=CC2=C(C(OC(N2)=O)(C2CCCCC2)C2CCCCC2)C1 (6-[4-(4-cyclohexyl-phenylmercapto)-butoxy]-4,4-dicyclohexyl-4H-3,1-benzoxazin-2-one), OO (hydrogen peroxide). Product: C1(CCCCC1)C1=CC=C(C=C1)S(=O)CCCCOC=1C=CC2=C(C(OC(N2)=O)(C2CCCCC2)C2CCCCC2)C1 (6-[4-(4-Cyclohexyl-phenylsulfinyl)-butoxy]-4,4-dicyclohexyl-4H-3,1-benzoxazin-2-one). Reaction SMILES: [CH:1]1([C:7]2[CH:12]=[CH:11][C:10]([S:13][CH2:14][CH2:15][CH2:16][CH2:17][O:18][C:19]3[CH:20]=[CH:21][C:22]4[NH:27][C:26](=[O:28])[O:25][C:24]([CH:35]5[CH2:40][CH2:39][CH2:38][CH2:37][CH2:36]5)([CH:29]5[CH2:34][CH2:33][CH2:32][CH2:31][CH2:30]5)[C:23]=4[CH:41]=3)=[CH:9][CH:8]=2)[CH2:6][CH2:5][CH2:4][CH2:3][CH2:2]1.[OH:42]O>>[CH:1]1([C:7]2[CH:8]=[CH:9][C:10]([S:13]([CH2:14][CH2:15][CH2:16][CH2:17][O:18][C:19]3[CH:20]=[CH:21][C:22]4[NH:27][C:26](=[O:28])[O:25][C:24]([CH:29]5[CH2:30][CH2:31][CH2:32][CH2:33][CH2:34]5)([CH:35]5[CH2:40][CH2:39][CH2:38][CH2:37][CH2:36]5)[C:23]=4[CH:41]=3)=[O:42])=[CH:11][CH:12]=2)[CH2:2][CH2:3][CH2:4][CH2:5][CH2:6]1. Procedure: Prepared analogously to Example 2 from 6-[4-(4-cyclohexyl-phenylmercapto)-butoxy]-4,4-dicyclohexyl-4H-3,1-benzoxazin-2-one and hydrogen peroxide. The reactants are [N+](=O)([O-])C=1C=C(C=CC1)C1=NC2=CC=CC=C2C(=C1)C(=O)NC(=N)N (2-(3'-Nitrophenyl)quinoline-4-carbonylguanidine). The reagents and catalysts are [Pd] (Pd/C). Run in CO (methanol). The product is NC=1C=C(C=CC1)C1=NC2=CC=CC=C2C(=C1)C(=O)NC(=N)N (2-(3'-aminophenyl )quinoline-4-carbonylguanidine). The yield is 123.5%. As a reaction SMILES: [N+:1]([C:4]1[CH:5]=[C:6]([C:10]2[CH:19]=[C:18]([C:20]([NH:22][C:23]([NH2:25])=[NH:24])=[O:21])[C:17]3[C:12](=[CH:13][CH:14]=[CH:15][CH:16]=3)[N:11]=2)[CH:7]=[CH:8][CH:9]=1)([O-])=O>CO.[Pd]>[NH2:1][C:4]1[CH:5]=[C:6]([C:10]2[CH:19]=[C:18]([C:20]([NH:22][C:23]([NH2:25])=[NH:24])=[O:21])[C:17]3[C:12](=[CH:13][CH:14]=[CH:15][CH:16]=3)[N:11]=2)[CH:7]=[CH:8][CH:9]=1. Procedure details: 2-(3'-Nitrophenyl)quinoline-4-carbonylguanidine (0.40 g) formed in Example 19 was dissolved in 40 ml of methanol, and hydrogenated under normal pressure for 5.5 hours in the presence of 0.3 g of Pd/C (purity 10%). The catalyst was filtered off from the reaction solution, and the filtrate was concentrated to obtain 0.45 g of the above-mentioned compound as a brown crystal. m.p. 209°-210° C. Starting materials: OC1=C(C=C(C(=O)N)C=C1)OC(F)(F)F (4-hydroxy-3-(trifluoromethoxy)benzamide), N1=C(Cl)N=C(Cl)N=C1Cl (cyanuric chloride), O (water). The solvent is CN(C=O)C (dimethylformamide). Yields the product OC1=C(C=C(C#N)C=C1)OC(F)(F)F (4-Hydroxy-3-(trifluoromethoxy)benzonitrile). RXN SMILES: [OH:1][C:2]1[CH:10]=[CH:9][C:5]([C:6]([NH2:8])=O)=[CH:4][C:3]=1[O:11][C:12]([F:15])([F:14])[F:13].N1C(Cl)=NC(Cl)=NC=1Cl.O>CN(C)C=O>[OH:1][C:2]1[CH:10]=[CH:9][C:5]([C:6]#[N:8])=[CH:4][C:3]=1[O:11][C:12]([F:13])([F:14])[F:15]. Procedure: To a solution of 4-hydroxy-3-(trifluoromethoxy)benzamide (532 mg, 2.41 mmol) in dimethylformamide (3 ml) was added cyanuric chloride (223 mg, 1.21 mmol). The mixture was stirred for 25 and then water was added and the resulting solution was extracted 3 times with ethyl acetate. The combined organics were washed with brine, dried over sodium sulfate, and concentrated in vacuo to afford the title compound. Mass spectrum (ESI) 202.1 (M−1).